From a dataset of the Open Reaction Database (ORD), a public repository of structured organic reaction records. describe an organic reaction: reactants, conditions, products, and yield The reactants are CCOC(=O)OCC, CCN1C(=O)Cc2cc3oc(C)cc3cc21. Yields the product CCOC(=O)C1C(=O)N(CC)c2cc3cc(C)oc3cc21. RXN SMILES: [C:17]([O:18][CH2:19][CH3:20])([O:21][CH2:23][CH3:24])=[O:22].[CH3:1][c:2]1[cH:3][c:4]2[c:5]([cH:6][c:7]3[c:11]([cH:12]2)[N:10]([CH2:13][CH3:14])[C:9](=[O:15])[CH2:8]3)[o:16]1>>[CH3:1][c:2]1[cH:3][c:4]2[c:5]([cH:6][c:7]3[c:11]([cH:12]2)[N:10]([CH2:13][CH3:14])[C:9](=[O:15])[CH:8]3[C:17]([O:18][CH2:19][CH3:20])=[O:21])[o:16]1. The reactants are OCCCCCNS(=O)(=O)C1=CC=C(C=C1)Br (4-bromophenyl-sulfonic acid-(5-hydroxypentyl)-amide), FC=1C=C(C=CC1F)B(O)O (3,4-difluorophenyl boronic acid). The product is OCCCCCNS(=O)(=O)C1=CC=C(C=C1)C1=CC(=C(C=C1)F)F (3′,4′-Difluorobiphenyl-4-sulfonic acid-(5-hydroxypentyl)-amide). As a reaction SMILES: [OH:1][CH2:2][CH2:3][CH2:4][CH2:5][CH2:6][NH:7][S:8]([C:11]1[CH:16]=[CH:15][C:14](Br)=[CH:13][CH:12]=1)(=[O:10])=[O:9].[F:18][C:19]1[CH:20]=[C:21](B(O)O)[CH:22]=[CH:23][C:24]=1[F:25]>>[OH:1][CH2:2][CH2:3][CH2:4][CH2:5][CH2:6][NH:7][S:8]([C:11]1[CH:16]=[CH:15][C:14]([C:22]2[CH:21]=[CH:20][C:19]([F:18])=[C:24]([F:25])[CH:23]=2)=[CH:13][CH:12]=1)(=[O:10])=[O:9]. Procedure: Using a method analogous to that described in Example 40, 4-bromophenyl-sulfonic acid-(5-hydroxypentyl)-amide and 3,4-difluorophenyl boronic acid were reacted to give the title compound as a white solid. δC (CDCl3, 62.9 MHz): 22.7, 29.3, 31.9, 43.1, 62.5, 116.4 (d, J 17.6), 118.0 (d, J 17.6), 123.5 (d, J 4.9), 127.6, 127.8, 136.4 (m), 139.2, 143.3, 150.5 (d, J 250.0) and 150.7 (d, J 250.0). Reaction SMILES: [C:1]([C:5]1[CH:10]=[CH:9][CH:8]=[C:7]([C:11]([CH3:14])([CH3:13])[CH3:12])[C:6]=1[OH:15])([CH3:4])([CH3:3])[CH3:2].[OH-].[CH2:17]([N+:21]([CH2:30][CH2:31][CH2:32][CH3:33])([CH2:26][CH2:27][CH2:28][CH3:29])[CH2:22][CH2:23][CH2:24][CH3:25])[CH2:18][CH2:19][CH3:20]>C1(C)C=CC=CC=1.CO>[C:1]([C:5]1[CH:10]=[CH:9][CH:8]=[C:7]([C:11]([CH3:14])([CH3:13])[CH3:12])[C:6]=1[O-:15])([CH3:4])([CH3:3])[CH3:2].[CH2:30]([N+:21]([CH2:17][CH2:18][CH2:19][CH3:20])([CH2:22][CH2:23][CH2:24][CH3:25])[CH2:26][CH2:27][CH2:28][CH3:29])[CH2:31][CH2:32][CH3:33] |f:1.2,5.6|. Run in C1(=CC=CC=C1)C (toluene), CO (methanol). Reported procedure: A solution of 22.69 g (110 mmol, 1.1 equivalents) of 2,6-di-t-butylphenol in 10 mL of toluene was treated with 100 mL (100 mmol) of a 1M solution of tetrabutylammonium hydroxide in methanol under nitrogen with stirring at ambient temperature. The resulting dark green solution was stirred for 1 hour and concentrated under vacuum to a thick residue. Two 100 mL portions of toluene were added and removed by evaporation under vacuum yielding 52.08 g of wet, crude title compound as a green solid which... The product is C(C)(C)(C)C1=C([O-])C(=CC=C1)C(C)(C)C.C(CCC)[N+](CCCC)(CCCC)CCCC (Tetrabutylammonium 2,6-di-t-butylphenoxide). Reactants: C(C)(C)(C)C1=C(C(=CC=C1)C(C)(C)C)O (2,6-di-t-butylphenol), solution, [OH-].C(CCC)[N+](CCCC)(CCCC)CCCC (tetrabutylammonium hydroxide). Reactants: OC1=C2C(=NC=C1)C(=C(N2)C)C(=O)OCC (Ethyl 7-hydroxy-2-methyl-1H-pyrrolo[3,2-b]pyridine-3-carboxylate), O=P(Cl)(Cl)Cl (POCl3). Run in C(C)#N (acetonitrile). Yields the product C(C)OC(=O)C1=C(NC=2C1=NC=CC2Cl)C (Ethyl-7-chloro-2-methyl-1H-pyrrolo[3,2-b]pyridine-3-carboxylate). As a reaction SMILES: O[C:2]1[CH:7]=[CH:6][N:5]=[C:4]2[C:8]([C:12]([O:14][CH2:15][CH3:16])=[O:13])=[C:9]([CH3:11])[NH:10][C:3]=12.O=P(Cl)(Cl)[Cl:19]>C(#N)C>[CH2:15]([O:14][C:12]([C:8]1[C:4]2=[N:5][CH:6]=[CH:7][C:2]([Cl:19])=[C:3]2[NH:10][C:9]=1[CH3:11])=[O:13])[CH3:16]. Procedure: Ethyl 7-hydroxy-2-methyl-1H-pyrrolo[3,2-b]pyridine-3-carboxylate (44.0 g, 0.20 mol) is suspended in dry acetonitrile (400 mL). After addition of POCl3 (47 mL, 0.50 mol) the stirred reaction mixture is heated to reflux for 4 hours. The volatiles are removed under reduced pressure. The residue is suspended in ice-cold water (500 mL) and carefully neutralized to pH 8 by dropwise addition of 6N NaOH. Stirring is continued at ambient temperature over night. The pH is readjusted to 8, the product is f... The reactants are [Br-].C(=O)(O)CCCCCCCCCC[P+](C1=CC=CC=C1)(C1=CC=CC=C1)C1=CC=CC=C1 (10-carboxydecyltriphenylphosphonium bromide), C(C1=CC=CO1)=O (furfural). Solvent: C1CCOC1 (THF). Yields the product O1C(=CC=C1)C=CCCCCCCCCCC(=O)O (12-(2-Furyl)-11-dodecenoic acid). Isolated yield 45.0%. As a reaction SMILES: [Br-].[C:2]([CH2:5][CH2:6][CH2:7][CH2:8][CH2:9][CH2:10][CH2:11][CH2:12][CH2:13][CH2:14][P+](C1C=CC=CC=1)(C1C=CC=CC=1)C1C=CC=CC=1)([OH:4])=[O:3].[CH:34](=O)[C:35]1[O:39][CH:38]=[CH:37][CH:36]=1>C1COCC1>[O:39]1[CH:38]=[CH:37][CH:36]=[C:35]1[CH:34]=[CH:14][CH2:13][CH2:12][CH2:11][CH2:10][CH2:9][CH2:8][CH2:7][CH2:6][CH2:5][C:2]([OH:4])=[O:3] |f:0.1|. Reported procedure: This compound was synthesized from 10-carboxydecyltriphenylphosphonium bromide (10.50 g, 20 mmol) and furfural (1.92 g, 20 mmol) in THF (100 mL) by a Wittig reaction. Crystallization afforded the product (2.38 g, 45%) as pale yellow crystals (mp 38-39° C.); IR: 3450-2500, 1715, 695 cm-1 ; 1H-NMR: 1.35 (m, 14H), 2.35 (t, 4H), 5.60 (m, 1H), 6.30 (m, 3H), 7.35 (s, 1H), 9.40 (bs, 1H). Anal. Calcd. for C16H24O3 : C, 72.69, H, 9.15; Found: C, 72.44, H, 9.06%. Z:E=43:57.